From a dataset of the Open Reaction Database (ORD), a public repository of structured organic reaction records. describe an organic reaction: reactants, conditions, products, and yield Reactants: O1C(CCCC1)ONC(=O)[C@@H](C\C=C\C1=CC=CC=C1)[C@H](C(=O)NN(C[C@@H](C)N1C(C=2C(C1=O)=CC=CC2)=O)C2=CC=CC=C2)CC(C)C ((E)-2(R)-[1(S)-[(tetrahydro-2(RS)-pyranyloxy)carbamoyl]-4-phenyl-3-butenyl]-4-methyl-2′-phenyl-2′-(2(R)-phthalimidopropyl)valerohydrazide), O.NN (hydrazine hydrate). Run in CO (methanol). Conditions: time 5.5 hour. Product: N[C@H](C)C(=O)N(NC([C@H](CC(C)C)[C@H](C\C=C\C1=CC=CC=C1)C(NOC1OCCCC1)=O)=O)C1=CC=CC=C1 ((E)-2′-(D-alanyl)-2(R)-[1(S)-[(tetrahydro-2(RS)-pyranyloxy)carbamoyl]-4-phenyl-3-butenyl]-4-methyl-2′-phenylvalerohydrazide). As a reaction SMILES: [O:1]1[CH2:6][CH2:5][CH2:4][CH2:3][CH:2]1[O:7][NH:8][C:9]([C@H:11]([C@@H:21]([CH2:46][CH:47]([CH3:49])[CH3:48])[C:22]([NH:24][N:25]([C:40]1[CH:45]=[CH:44][CH:43]=[CH:42][CH:41]=1)[CH2:26][C@H:27]([N:29]1C(=O)C2=CC=CC=C2C1=O)[CH3:28])=[O:23])[CH2:12]/[CH:13]=[CH:14]/C1C=CC=CC=1)=[O:10].[OH2:50].NN>CO>[NH2:29][C@@H:27]([C:26]([N:25]([C:40]1[CH:41]=[CH:42][CH:43]=[CH:44][CH:45]=1)[NH:24][C:22](=[O:23])[C@@H:21]([C@@H:11]([C:9](=[O:10])[NH:8][O:7][CH:2]1[CH2:3][CH2:4][CH2:5][CH2:6][O:1]1)[CH2:12]/[CH:13]=[CH:14]/[C:40]1[CH:45]=[CH:44][CH:43]=[CH:42][CH:41]=1)[CH2:46][CH:47]([CH3:49])[CH3:48])=[O:50])[CH3:28] |f:1.2|. Reported procedure: A solution of 0.22 g of (E)-2(R)-[1(S)-[(tetrahydro-2(RS)-pyranyloxy)carbamoyl]-4-phenyl-3-butenyl]-4-methyl-2′-phenyl-2′-(2(R)-phthalimidopropyl)valerohydrazide in 4 ml of methanol was treated with 0.04 g of hydrazine hydrate. The mixture was stirred for 5.5 hours and then the solvent was evaporated. The residue was suspended in 2 ml of dichloromethane and stirred at 4° C. overnight. The suspended solid was filtered off, the filtrate was evaporated and the residue was purified by flash chromato... The reactants are CO, CCCc1c(OCCCNc2ccc(CC(=O)OC)cc2Cl)ccc2c(C(F)(F)F)noc12, [Li+], [OH-], O. Yields the product CCCc1c(O)ccc2c(C(F)(F)F)noc12. Reaction SMILES: [CH3:36][OH:37].[Cl:1][c:2]1[cH:3][c:4]([CH2:5][C:6]([O:7][CH3:8])=[O:9])[cH:10][cH:11][c:29]1[NH:30][CH2:31][CH2:32][CH2:33][O:12][c:13]1[cH:14][cH:15][c:16]2[c:17]([C:25]([F:26])([F:27])[F:28])[n:18][o:19][c:20]2[c:21]1[CH2:22][CH2:23][CH3:24].[Li+:34].[OH-:35].[OH2:38]>>[OH:12][c:13]1[cH:14][cH:15][c:16]2[c:17]([C:25]([F:26])([F:27])[F:28])[n:18][o:19][c:20]2[c:21]1[CH2:22][CH2:23][CH3:24]. Reactants: CCOC(=O)Cn1nnc2c(C(N)=O)ncn2c1=O, Cl. The product is NC(=O)c1ncn2c(=O)n(CC(=O)O)nnc12. As a reaction SMILES: [C:1]([NH2:2])(=[O:3])[c:4]1[n:5][cH:6][n:7]2[c:8]1[n:9][n:10][n:11]([CH2:14][C:15](=[O:16])[O:17][CH2:18][CH3:19])[c:12]2=[O:13].[ClH:20]>>[C:1]([NH2:2])(=[O:3])[c:4]1[n:5][cH:6][n:7]2[c:8]1[n:9][n:10][n:11]([CH2:14][C:15](=[O:16])[OH:17])[c:12]2=[O:13]. Reactants: C(C)(C)(C)OC(=O)N1CCCC2=CC(=CC=C12)OCCCCCCBr (6-(6-Bromo-hexyloxy)-3,4-dihydro-2H-quinoline-1-carboxylic acid tert-butyl ester), C(C=C)NC (N-allyl-methylamine). The product is C(C)(C)(C)OC(=O)N1CCCC2=CC(=CC=C12)OCCCCCCN(C)CC=C (6-[6-(Allyl-methyl-amino)-hexyloxy]-3,4-dihydro-2H-quinoline-1-carboxylic acid tert-butyl ester). Reaction SMILES: [C:1]([O:5][C:6]([N:8]1[C:17]2[C:12](=[CH:13][C:14]([O:18][CH2:19][CH2:20][CH2:21][CH2:22][CH2:23][CH2:24]Br)=[CH:15][CH:16]=2)[CH2:11][CH2:10][CH2:9]1)=[O:7])([CH3:4])([CH3:3])[CH3:2].[CH2:26]([NH:29][CH3:30])[CH:27]=[CH2:28]>>[C:1]([O:5][C:6]([N:8]1[C:17]2[C:12](=[CH:13][C:14]([O:18][CH2:19][CH2:20][CH2:21][CH2:22][CH2:23][CH2:24][N:29]([CH2:26][CH:27]=[CH2:28])[CH3:30])=[CH:15][CH:16]=2)[CH2:11][CH2:10][CH2:9]1)=[O:7])([CH3:4])([CH3:3])[CH3:2]. Procedure details: In analogy to example 2.6, 6-(6-Bromo-hexyloxy)-3,4-dihydro-2H-quinoline-1-carboxylic acid tert-butyl ester and N-allyl-methylamine were converted to yield 6-[6-(Allyl-methyl-amino)-hexyloxy]-3,4-dihydro-2H-quinoline-1-carboxylic acid tert-butyl ester as colorless gum, MS: 403 (MH+). Reactants: C1CCOC1, [NH4+], O=C(Cl)COc1ccccc1, [OH-]. The product is NC(=O)COc1ccccc1. RXN SMILES: [CH2:14]1[O:15][CH2:16][CH2:17][CH2:18]1.[NH4+:13].[O:1]([c:2]1[cH:3][cH:4][cH:5][cH:6][cH:7]1)[CH2:8][C:9](=[O:10])[Cl:11].[OH-:12]>>[O:1]([c:2]1[cH:3][cH:4][cH:5][cH:6][cH:7]1)[CH2:8][C:9](=[O:10])[NH2:13]. Reactants: Cl (HCl), C(=O)(O)CN1CCN(CCN(CCNCC1)CC(=O)O)C(C(=O)O)CCC(C(=O)O)N1CCN(CCNCCN(CC1)CC(=O)O)CC(=O)O (2,5-Bis[4,10-dicarboxymethyl-1,4,7,10-tetraazacyclododecan-1-yl]hexan-1,6-dioic acid), CC1(OCC2OC2CO1)C (4,4-dimethyl-3,5,8-trioxabicyclo[5.1.0]octane), [Li+].[OH-] (LiOH). Run in O (water). Conditions: temperature 60 celsius, time 48 hour. Product: OCC(C(CO)O)N1CCN(CCN(CCN(CC1)CC(=O)O)C(C(=O)O)CCC(C(=O)O)N1CCN(CCN(CCN(CC1)CC(=O)O)C(C(CO)O)CO)CC(=O)O)CC(=O)O (2,5-Bis[7-(1-hydroxymethyl-2,3-dihydroxypropyl)-4,10-di-carboxymethyl-1,4,7,10-tetraazacyclododecan-1-yl]hexan-1,6-dioic acid). As a reaction SMILES: [C:1]([CH2:4][N:5]1[CH2:16][CH2:15][NH:14][CH2:13][CH2:12][N:11]([CH2:17][C:18]([OH:20])=[O:19])[CH2:10][CH2:9][N:8]([CH:21]([CH2:25][CH2:26][CH:27]([N:31]2[CH2:42][CH2:41][N:40]([CH2:43][C:44]([OH:46])=[O:45])[CH2:39][CH2:38][NH:37][CH2:36][CH2:35][N:34]([CH2:47][C:48]([OH:50])=[O:49])[CH2:33][CH2:32]2)[C:28]([OH:30])=[O:29])[C:22]([OH:24])=[O:23])[CH2:7][CH2:6]1)([OH:3])=[O:2].[Li+].[OH-:52].CC1(C)[O:61][CH2:60][CH:59]2[CH:57]([O:58]2)[CH2:56][O:55]1.Cl>O>[OH:52][CH2:60][CH:59]([N:37]1[CH2:36][CH2:35][N:34]([CH2:47][C:48]([OH:50])=[O:49])[CH2:33][CH2:32][N:31]([CH:27]([CH2:26][CH2:25][CH:21]([N:8]2[CH2:7][CH2:6][N:5]([CH2:4][C:1]([OH:3])=[O:2])[CH2:16][CH2:15][N:14]([CH:57]([CH2:56][OH:55])[CH:59]([OH:58])[CH2:60][OH:61])[CH2:13][CH2:12][N:11]([CH2:17][C:18]([OH:20])=[O:19])[CH2:10][CH2:9]2)[C:22]([OH:24])=[O:23])[C:28]([OH:30])=[O:29])[CH2:42][CH2:41][N:40]([CH2:43][C:44]([OH:46])=[O:45])[CH2:39][CH2:38]1)[CH:57]([OH:58])[CH2:56][OH:55] |f:1.2|. Procedure: The amine of Example 5 (500 mg, 0.70mmol) was dissolved in water (20 mL), and the pH was adjusted to 11.5 with 1M LiOH. The reaction mixture was heated at 60° C., and three aliquots of 4,4-dimethyl-3,5,8-trioxabicyclo[5.1.0]octane (see J. Org. Chem. 41: 2469 (1976)) (180 μL) were added at 8 hour intervals. Heating was continued for 48 hours. After cooling, the mixture was treated with 10% HCl, refluxed for 2 hours, and loaded on an AG1-X8 cation exchange column [40 mL (OAc form)]. The column was... The reactants are [OH] (hydroxyl radical), C(C)(C)N1C(C(NC(C1)(C)C)(CC(C)C)C)=O (N1 -isopropyl-3,5,5,-trimethyl-3-isobutyl-2-piperazinone), ClC1=CC(=CC=C1)C(=O)OO (m-chloroperbenzoic acid), [H][H] (hydrogen), ClC1=CC(=CC=C1)C(=O)OO (m-chloroperbenzoic acid). Product: C(C(C)C)C1(C(N(CC(N1O)(C)C)C(C)C)=O)C (3-isobutyl-N4 -hydroxy-N1 -isopropyl-3,5,5-trimethyl-2-piperazinone). Reaction SMILES: [OH].[H][H].ClC1C=CC=C(C(OO)=[O:12])C=1.[CH:15]([N:18]1[CH2:23][C:22]([CH3:25])([CH3:24])[NH:21][C:20]([CH3:30])([CH2:26][CH:27]([CH3:29])[CH3:28])[C:19]1=[O:31])([CH3:17])[CH3:16]>>[CH2:26]([C:20]1([CH3:30])[N:21]([OH:12])[C:22]([CH3:24])([CH3:25])[CH2:23][N:18]([CH:15]([CH3:17])[CH3:16])[C:19]1=[O:31])[CH:27]([CH3:29])[CH3:28] |^1:0|. Procedure details: A hydroxyl radical may be substituted for hydrogen on the N4 atom of the diaza ring in a manner similar to that described immediately hereinabove, except that only one equivalent of m-chloroperbenzoic acid is used. Thus starting with 1 equiv of N1 -isopropyl-3,5,5,-trimethyl-3-isobutyl-2-piperazinone and 2 equivs of m-chloroperbenzoic acid, we obtain 3-isobutyl-N4 -hydroxy-N1 -isopropyl-3,5,5-trimethyl-2-piperazinone.